Dataset: the Open Reaction Database (ORD), a public repository of structured organic reaction records. Task: describe an organic reaction: reactants, conditions, products, and yield Starting materials: NC1=C(C(=NN1C1=C(C=C(C=C1Cl)C(F)(F)F)Cl)C#N)S(=O)C (5-amino-1-[2,6-dichloro-4-(trifluoromethyl)phenyl]-4-methylsulfinyl-1H-pyrazole-3-carbonitrile), C(OCC)(OCC)OCC (triethyl orthoformate). Reaction SMILES: [NH2:1][C:2]1[N:6]([C:7]2[C:12]([Cl:13])=[CH:11][C:10]([C:14]([F:17])([F:16])[F:15])=[CH:9][C:8]=2[Cl:18])[N:5]=[C:4]([C:19]#[N:20])[C:3]=1[S:21]([CH3:23])=[O:22].[CH:24](OCC)(OCC)[O:25][CH2:26][CH3:27]>>[Cl:18][C:8]1[CH:9]=[C:10]([C:14]([F:15])([F:16])[F:17])[CH:11]=[C:12]([Cl:13])[C:7]=1[N:6]1[C:2]([N:1]=[CH:24][O:25][CH2:26][CH3:27])=[C:3]([S:21]([CH3:23])=[O:22])[C:4]([C:19]#[N:20])=[N:5]1. Product: ClC1=C(C(=CC(=C1)C(F)(F)F)Cl)N1N=C(C(=C1N=COCC)S(=O)C)C#N (1-[2,6-dichloro-4-(trifluoromethyl)phenyl]-5-[(ethoxymethylene)amino]-4-methylsulfinyl-1H-pyrazole-3-carbonitrile). Run at temperature 20 celsius, time 16 hour. Procedure: A solution of 5-amino-1-[2,6-dichloro-4-(trifluoromethyl)phenyl]-4-methylsulfinyl-1H-pyrazole-3-carbonitrile (4.92 g) in triethyl orthoformate (100 ml) was heated under reflux for two hours, then stirred at 20° C. for 16 hours and evaporated. Trituration with boiling hexane gave 1-[2,6-dichloro-4-(trifluoromethyl)phenyl]-5-[(ethoxymethylene)amino]-4-methylsulfinyl-1H-pyrazole-3-carbonitrile (4.05 g), m.p.93-95° C. By proceeding in a similar manner the following compound was prepared: Starting materials: CCCCc1ncc(CC(CCCC)C(=O)OC)n1Cc1ccccc1Cl, CCO, Cl, [Na+], [OH-]. Product: CCCCc1ncc(CC(CCCC)C(=O)O)n1Cc1ccccc1Cl. RXN SMILES: [CH2:2]([CH2:3][CH2:4][CH3:5])[c:6]1[n:7]([CH2:21][c:22]2[c:23]([Cl:28])[cH:24][cH:25][cH:26][cH:27]2)[c:8]([CH2:11][CH:12]([C:13](=[O:14])[O:15][CH3:16])[CH2:17][CH2:18][CH2:19][CH3:20])[cH:9][n:10]1.[CH3:31][CH2:32][OH:33].[ClH:1].[Na+:30].[OH-:29]>>[CH2:2]([CH2:3][CH2:4][CH3:5])[c:6]1[n:7]([CH2:21][c:22]2[c:23]([Cl:28])[cH:24][cH:25][cH:26][cH:27]2)[c:8]([CH2:11][CH:12]([C:13](=[O:14])[OH:15])[CH2:17][CH2:18][CH2:19][CH3:20])[cH:9][n:10]1. The reactants are ClC1=NC(=CC(=N1)C1=CC(=C(C=C1)C(F)(F)F)F)C(F)(F)F (2-chloro-4-(3-fluoro-4-trifluoromethyl-phenyl)-6-trifluoromethyl-pyrimidine), BrC=1C=C(C=CC1)B(O)O (3-bromo-benzene-boronic acid). Product: BrC=1C=C(C=CC1)C1=NC(=CC(=N1)C1=CC(=C(C=C1)C(F)(F)F)F)C(F)(F)F (2-(3-Bromo-phenyl)-4-(3-fluoro-4-trifluoromethyl-phenyl)-6-trifluoromethyl-pyrimidine), solid. The yield is 46.0%. Reaction SMILES: Cl[C:2]1[N:7]=[C:6]([C:8]2[CH:13]=[CH:12][C:11]([C:14]([F:17])([F:16])[F:15])=[C:10]([F:18])[CH:9]=2)[CH:5]=[C:4]([C:19]([F:22])([F:21])[F:20])[N:3]=1.[Br:23][C:24]1[CH:25]=[C:26](B(O)O)[CH:27]=[CH:28][CH:29]=1>>[Br:23][C:24]1[CH:29]=[C:28]([C:2]2[N:7]=[C:6]([C:8]3[CH:13]=[CH:12][C:11]([C:14]([F:17])([F:16])[F:15])=[C:10]([F:18])[CH:9]=3)[CH:5]=[C:4]([C:19]([F:22])([F:21])[F:20])[N:3]=2)[CH:27]=[CH:26][CH:25]=1. Procedure: The title compound was prepared from 2-chloro-4-(3-fluoro-4-trifluoromethyl-phenyl)-6-trifluoromethyl-pyrimidine (example A.6) (0.50 g, 1.45 mmol) and commercially available 3-bromo-benzene-boronic acid (0.38 g, 1.89 mmol) according to the general procedure IVb. Obtained as a white solid (0.31 g, 46%). MS (EI) 464.0, 466.0 [(M)+]; mp 111° C. The reactants are C1CCNCC1, COCCCOc1cc(CC(CC(NC(=O)OC(C)(C)C)C2CO2)C(C)C)ccc1OC, CC(C)O. Yields the product COCCCOc1cc(CC(CC(NC(=O)OC(C)(C)C)C(O)CN2CCCCC2)C(C)C)ccc1OC. As a reaction SMILES: [CH2:33]1[CH2:34][CH2:35][NH:36][CH2:37][CH2:38]1.[CH3:1][O:2][c:3]1[c:4]([O:27][CH2:28][CH2:29][CH2:30][O:31][CH3:32])[cH:5][c:6]([CH2:7][CH:8]([CH2:9][CH:10]([CH:11]2[O:12][CH2:13]2)[NH:14][C:15]([O:16][C:17]([CH3:18])([CH3:19])[CH3:20])=[O:21])[CH:22]([CH3:23])[CH3:24])[cH:25][cH:26]1.[CH:39]([OH:40])([CH3:41])[CH3:42]>>[CH3:1][O:2][c:3]1[c:4]([O:27][CH2:28][CH2:29][CH2:30][O:31][CH3:32])[cH:5][c:6]([CH2:7][CH:8]([CH2:9][CH:10]([CH:11]([OH:12])[CH2:13][N:36]2[CH2:35][CH2:34][CH2:33][CH2:38][CH2:37]2)[NH:14][C:15]([O:16][C:17]([CH3:18])([CH3:19])[CH3:20])=[O:21])[CH:22]([CH3:23])[CH3:24])[cH:25][cH:26]1. The product is BrC=1C=C(C(=O)OC)C=CC1C (Methyl 3-bromo-4-methylbenzoate). The solvent is ClCCl (dichloromethane). Procedure details: To a solution of 2.0 g (9.3 mmol) of 3-bromo-4-methylbenzoic acid in 25 mL of dichloromethane was added 5.6 mL (11.2 mmol) of oxalyl chloride and 100 μL of N,N-dimethylformamide. The resultant mixture was stirred at ambient temperature for 2 hours, concentrated in vacuo, and the residue suspended in methanol. The solution was concentrated in vacuo and the residue purified by flash column chromatography (biotage) using 5% ethyl acetate/hexanes as eluent to provide the title compound. 1H NMR (500 ... Reaction SMILES: [Br:1][C:2]1[CH:3]=[C:4]([CH:8]=[CH:9][C:10]=1[CH3:11])[C:5]([OH:7])=[O:6].[C:12](Cl)(=O)C(Cl)=O.CN(C)C=O>ClCCl>[Br:1][C:2]1[CH:3]=[C:4]([CH:8]=[CH:9][C:10]=1[CH3:11])[C:5]([O:7][CH3:12])=[O:6]. The reactants are BrC=1C=C(C(=O)O)C=CC1C (3-bromo-4-methylbenzoic acid), C(C(=O)Cl)(=O)Cl (oxalyl chloride), CN(C=O)C (N,N-dimethylformamide), resultant mixture. The reactants are COC1=C(C=CC=C1)C1=NN(C2=NC=C(C=C21)B2OC(C(O2)(C)C)(C)C)COCC[Si](C)(C)C (3-(2-methoxy-phenyl)-5-(4,4,5,5-tetramethyl-[1,3,2]dioxaborolan-2-yl)-1-(2-trimethylsilanyl-ethoxymethyl)-1H-pyrazolo[3,4-b]pyridine), crude mixture, COC(C1=C(C(=CC(=C1)Br)Cl)O)=O (5-bromo-3-chloro-2-hydroxy-benzoic acid methyl ester), saturated aqueous solution, C([O-])(O)=O.[Na+] (sodium bicarbonate), C(CC(O)(C(=O)O)CC(=O)O)(=O)O (citric acid). The reagents and catalysts are C1=CC=C(C=C1)[PH+](C2=CC=CC=C2)[C]3[CH][CH][CH][CH]3.C1=CC=C(C=C1)[PH+](C2=CC=CC=C2)[C]3[CH][CH][CH][CH]3.C(Cl)Cl.Cl[Pd]Cl.[Fe] (dichloro[1,1′-bis(diphenylphoshino)ferrocene]palladium(II) dichloromethane adduct). Run in C(C)(=O)OCC (ethyl acetate), C(C)#N (acetonitrile). Reaction conditions: temperature 75 celsius. Product: ClC=1C(=C(C(=O)O)C=C(C1)C=1C=C2C(=NC1)N(N=C2C2=C(C=CC=C2)OC)COCC[Si](C)(C)C)O (3-chloro-2-hydroxy-5-[3-(2-methoxy-phenyl)-1-(2-trimethylsilanyl-ethoxymethyl)-1H-pyrazolo[3,4-b]pyridin-5-yl]-benzoic acid). Isolated yield 55.4%. Reaction SMILES: [CH3:1][O:2][C:3]1[CH:8]=[CH:7][CH:6]=[CH:5][C:4]=1[C:9]1[C:17]2[C:12](=[N:13][CH:14]=[C:15](B3OC(C)(C)C(C)(C)O3)[CH:16]=2)[N:11]([CH2:27][O:28][CH2:29][CH2:30][Si:31]([CH3:34])([CH3:33])[CH3:32])[N:10]=1.C[O:36][C:37](=[O:47])[C:38]1[CH:43]=[C:42](Br)[CH:41]=[C:40]([Cl:45])[C:39]=1[OH:46].C(=O)(O)[O-].[Na+].C(O)(=O)CC(CC(O)=O)(C(O)=O)O>C1C=CC([PH+]([C]2[CH][CH][CH][CH]2)C2C=CC=CC=2)=CC=1.C1C=CC([PH+]([C]2[CH][CH][CH][CH]2)C2C=CC=CC=2)=CC=1.C(Cl)Cl.Cl[Pd]Cl.[Fe].C(OCC)(=O)C.C(#N)C>[Cl:45][C:40]1[C:39]([OH:46])=[C:38]([CH:43]=[C:42]([C:15]2[CH:16]=[C:17]3[C:9]([C:4]4[CH:5]=[CH:6][CH:7]=[CH:8][C:3]=4[O:2][CH3:1])=[N:10][N:11]([CH2:27][O:28][CH2:29][CH2:30][Si:31]([CH3:32])([CH3:34])[CH3:33])[C:12]3=[N:13][CH:14]=2)[CH:41]=1)[C:37]([OH:36])=[O:47] |f:2.3,5.6.7.8.9,^1:70,71,72,73,74,88,89,90,91,92|. Reported procedure: 400 mg (0.83 mmol) of 3-(2-methoxy-phenyl)-5-(4,4,5,5-tetramethyl-[1,3,2]dioxaborolan-2-yl)-1-(2-trimethylsilanyl-ethoxymethyl)-1H-pyrazolo[3,4-b]pyridine, 265 mg (1.00 mmol) of 5-bromo-3-chloro-2-hydroxy-benzoic acid methyl ester and 34 mg (41 μmol) of dichloro[1,1′-bis(diphenylphoshino)ferrocene]palladium(II) dichloromethane adduct were placed in a vial. 8 mL of acetonitrile and 8 mL of a saturated aqueous solution of sodium bicarbonate were added. The vial was closed and the mixture heated to... Starting materials: C(C)(=O)OCC.CCCCCC (ethyl acetate hexane), C=O (Para-formaldehyde), C=O (para-formaldehyde), C(C1=CC=CC=C1)(=O)Cl (Benzoyl chloride). The reagents and catalysts are [Cl-].[Zn+2].[Cl-] (zinc chloride). Run at time 10 hour. The product is ClCOC(C1=CC=CC=C1)=O (Benzoic Acid Chloromethyl Ester). Reaction SMILES: C=O.C([Cl:11])(=O)C1C=CC=CC=1.[C:12]([O:15][CH2:16]C)(=[O:14])[CH3:13].[CH3:18][CH2:19][CH2:20][CH2:21][CH2:22]C>[Cl-].[Zn+2].[Cl-]>[Cl:11][CH2:16][O:15][C:12](=[O:14])[C:13]1[CH:22]=[CH:21][CH:20]=[CH:19][CH:18]=1 |f:2.3,4.5.6|. Reported procedure: Para-formaldehyde (4.5 g) and zinc chloride (catalytic amount) were mixed together at 0° C. Benzoyl chloride (0.142 mole, 20 g) was added dropwise over 1 hour. The reaction was warmed to ambient temperature, then was heated to 55° C. for 10 hours. The progress of the reaction was followed by TLC (silica gel, 5/95, ethyl acetate/hexane). Since the starting material was still seen, an additional 1 g para-formaldehyde was added. The reaction was continued stirring at 55° C. for an additional 10 hou...